Task: describe an organic reaction: reactants, conditions, products, and yield. Dataset: the Open Reaction Database (ORD), a public repository of structured organic reaction records Reactants: dimethyl acetal, N1CCNCC1 (piperazine), FC1=C(C=CC(=C1)F)N1CCNCC1 (1-(2,4-Difluoro-phenyl)-piperazine), [BH-](OC(=O)C)(OC(=O)C)OC(=O)C.[Na+] (Na(OAc)3BH), 01/92264 A1, COC(CNC1=NC=2N(C(=N1)N)N=C(N2)C=2OC=CC2)OC (N5-(2,2-dimethoxy-ethyl)-2-furan-2-yl-[1,2,4]triazolo[1,5-a][1,3,5]triazine-5,7-diamine), C(=O)(C(F)(F)F)O.O (TFA H2O), BrC1=C(C=C(C=C1)F)F (1-bromo-2,4-difluorobenzene). The solvent is C(C)N(CC)CC (triethylamine), C(Cl)Cl (CH2Cl2). Conditions: time 4 hour. Yields the product FC1=C(C=CC(=C1)F)N1CCN(CC1)CCNC1=NC=2N(C(=N1)N)N=C(N2)C=2OC=CC2 (N5-{2-[4-(2,4-difluoro-phenyl)-piperazin-1-yl]-ethyl}-2-furan-2-yl-[1,2,4]triazolo[1,5-a][1,3,5]triazine-5,7-diamine). As a reaction SMILES: CO[CH:3](OC)[CH2:4][NH:5][C:6]1[N:11]=[C:10]([NH2:12])[N:9]2[N:13]=[C:14]([C:16]3[O:17][CH:18]=[CH:19][CH:20]=3)[N:15]=[C:8]2[N:7]=1.C(O)(C(F)(F)F)=O.O.[F:31][C:32]1[CH:37]=[C:36]([F:38])[CH:35]=[CH:34][C:33]=1[N:39]1[CH2:44][CH2:43][NH:42][CH2:41][CH2:40]1.N1CCNCC1.BrC1C=CC(F)=CC=1F.[BH-](OC(C)=O)(OC(C)=O)OC(C)=O.[Na+]>C(Cl)Cl.C(N(CC)CC)C>[F:31][C:32]1[CH:37]=[C:36]([F:38])[CH:35]=[CH:34][C:33]=1[N:39]1[CH2:40][CH2:41][N:42]([CH2:3][CH2:4][NH:5][C:6]2[N:11]=[C:10]([NH2:12])[N:9]3[N:13]=[C:14]([C:16]4[O:17][CH:18]=[CH:19][CH:20]=4)[N:15]=[C:8]3[N:7]=2)[CH2:43][CH2:44]1 |f:1.2,6.7|. Reported procedure: The dimethyl acetal intermediate (40 mg, 0.13 mmol) from subpart (a) above was suspended in 2 mL of CH2Cl2 and 0.2 mL of 2:1 solution of TFA/H2O was added. The resulting reaction mixture was stirred at room temperature for 4 hours. It was then neutralized with 0.25 mL of triethylamine. 1-(2,4-Difluoro-phenyl)-piperazine (40 mg, 1.5 eq., prepared by reacting piperazine with 1-bromo-2,4-difluorobenzene according to the procedure described in WO 01/92264 A1), was added, followed by 140 mg of Na(OAc... Reactants: C(C)C=1N(C(=C(N1)C(C)(C)O)C(=O)OCC)CC1=CC=C(C=C1)C1=C(C=CC=C1)C1=NN=NN1C(C1=CC=CC=C1)(C1=CC=CC=C1)C1=CC=CC=C1 (ethyl 2-ethyl-4-(1-hydroxy-1-methylethyl)-1-{4-[2-(trityltetrazole-5-yl)phenyl]phenyl}methylimidazole-5-carboxylate), C(C(C)(C)C)(=O)OCCl (pivaloyloxymethylchloride), O.[OH-].[Li+] (lithium hydroxide monohydrate). Product: C(C)C=1N(C(=C(N1)C(C)(C)O)C(=O)OCOC(C(C)(C)C)=O)CC1=CC=C(C=C1)C1=C(C=CC=C1)C1=NN=NN1C(C1=CC=CC=C1)(C1=CC=CC=C1)C1=CC=CC=C1 (Pivaloyloxymethyl 2-ethyl-4-(1-hydroxy-1-methylethyl)-1-{4-[2-(trityltetrazole-5-yl)phenyl]phenyl}methylimidazole-5-carboxylate). The yield is 100.2%. Reaction SMILES: [CH2:1]([C:3]1[N:4]([CH2:17][C:18]2[CH:23]=[CH:22][C:21]([C:24]3[CH:29]=[CH:28][CH:27]=[CH:26][C:25]=3[C:30]3[N:34]([C:35]([C:48]4[CH:53]=[CH:52][CH:51]=[CH:50][CH:49]=4)([C:42]4[CH:47]=[CH:46][CH:45]=[CH:44][CH:43]=4)[C:36]4[CH:41]=[CH:40][CH:39]=[CH:38][CH:37]=4)[N:33]=[N:32][N:31]=3)=[CH:20][CH:19]=2)[C:5]([C:12]([O:14][CH2:15]C)=[O:13])=[C:6]([C:8]([OH:11])([CH3:10])[CH3:9])[N:7]=1)[CH3:2].O.[OH-].[Li+].[C:57]([O:63]CCl)(=[O:62])[C:58]([CH3:61])([CH3:60])[CH3:59]>>[CH2:1]([C:3]1[N:4]([CH2:17][C:18]2[CH:19]=[CH:20][C:21]([C:24]3[CH:29]=[CH:28][CH:27]=[CH:26][C:25]=3[C:30]3[N:34]([C:35]([C:48]4[CH:53]=[CH:52][CH:51]=[CH:50][CH:49]=4)([C:42]4[CH:43]=[CH:44][CH:45]=[CH:46][CH:47]=4)[C:36]4[CH:37]=[CH:38][CH:39]=[CH:40][CH:41]=4)[N:33]=[N:32][N:31]=3)=[CH:22][CH:23]=2)[C:5]([C:12]([O:14][CH2:15][O:63][C:57](=[O:62])[C:58]([CH3:61])([CH3:60])[CH3:59])=[O:13])=[C:6]([C:8]([OH:11])([CH3:9])[CH3:10])[N:7]=1)[CH3:2] |f:1.2.3|. Reported procedure: Following a procedure similar to that described in Example 78(a), but using 2.25 g of ethyl 2-ethyl-4-(1-hydroxy-1-methylethyl)-1-{4-[2-(trityltetrazole-5-yl)phenyl]phenyl}methylimidazole-5-carboxylate [prepared as described in Example 68(a)] and using 203 mg of lithium hydroxide monohydrate for hydrolysis and 0.90 g of pivaloyloxymethylchloride for esterification, 2.53 g of the title compound wet obtained as a glass (purified by column chromatography through silica gel using a 1:1 by volume mix... Procedure: In analogy to example 356, the starting compounds 2-(benzo[d]isoxazol-3-yl)-ethanol and 2-(4-methyl-furazan-3-yl)-ethanol were prepared from 2-(benzo[d]isoxazol-3-yl)-acetic acid and 2-(4-methyl-furazan-3-yl)-acetic acid, respectively. Yields the product O1N=C(C2=C1C=CC=C2)CCO (2-(benzo[d]isoxazol-3-yl)-ethanol), CC=1C(=NON1)CCO (2-(4-methyl-furazan-3-yl)-ethanol). RXN SMILES: [O:1]1[C:5]2[CH:6]=[CH:7][CH:8]=[CH:9][C:4]=2[C:3]([CH2:10][C:11](O)=[O:12])=[N:2]1.[CH3:14][C:15]1[C:16]([CH2:20][C:21](O)=[O:22])=[N:17][O:18][N:19]=1>>[O:1]1[C:5]2[CH:6]=[CH:7][CH:8]=[CH:9][C:4]=2[C:3]([CH2:10][CH2:11][OH:12])=[N:2]1.[CH3:14][C:15]1[C:16]([CH2:20][CH2:21][OH:22])=[N:17][O:18][N:19]=1. The reactants are O1N=C(C2=C1C=CC=C2)CC(=O)O (2-(benzo[d]isoxazol-3-yl)-acetic acid), CC=1C(=NON1)CC(=O)O (2-(4-methyl-furazan-3-yl)-acetic acid). Starting materials: COc1cc(Br)c2c(c1)C1CNCC(CO)C1CO2, C=O. Product: COc1cc(Br)c2c(c1)C1CN(C)CC(CO)C1CO2. Reaction SMILES: [Br:1][c:2]1[cH:3][c:4]([O:18][CH3:19])[cH:5][c:6]2[c:7]1[O:8][CH2:9][CH:10]1[CH:11]2[CH2:12][NH:13][CH2:14][CH:15]1[CH2:16][OH:17].[CH2:20]=[O:21]>>[Br:1][c:2]1[cH:3][c:4]([O:18][CH3:19])[cH:5][c:6]2[c:7]1[O:8][CH2:9][CH:10]1[CH:11]2[CH2:12][N:13]([CH3:20])[CH2:14][CH:15]1[CH2:16][OH:17]. Reactants: CC1=NN2C(C=CC=C2)=C1C=1SC(=C(N1)OCC=C)C1=NN=CN1 (2-methyl-3-[4-(prop-2-en-1-yloxy)-5-(4H-1,2,4-triazol-3-yl)-1,3-thiazol-2-yl]pyrazolo[1,5-a]pyridine), O1CCCC1 (tetrahydrofuran). The reagents and catalysts are [Pd] (palladium/carbon). The solvent is C(C)O (ethanol). Reaction conditions: time 5 hour. The product is CC1=NN2C(C=CC=C2)=C1C=1SC(=C(N1)OCCC)C1=NN=CN1 (2-methyl-3-[4-propoxy-5-(4H-1,2,4-triazol-3-yl)-1,3-thiazol-2-yl]pyrazolo[1,5-a]pyridine). Yield: 23.0%. Reaction SMILES: [CH3:1][C:2]1[C:10]([C:11]2[S:12][C:13]([C:20]3[NH:24][CH:23]=[N:22][N:21]=3)=[C:14]([O:16][CH2:17][CH:18]=[CH2:19])[N:15]=2)=[C:5]2[CH:6]=[CH:7][CH:8]=[CH:9][N:4]2[N:3]=1.O1CCCC1>C(O)C.[Pd]>[CH3:1][C:2]1[C:10]([C:11]2[S:12][C:13]([C:20]3[NH:24][CH:23]=[N:22][N:21]=3)=[C:14]([O:16][CH2:17][CH2:18][CH3:19])[N:15]=2)=[C:5]2[CH:6]=[CH:7][CH:8]=[CH:9][N:4]2[N:3]=1. Procedure details: To a solution of 2-methyl-3-[4-(prop-2-en-1-yloxy)-5-(4H-1,2,4-triazol-3-yl)-1,3-thiazol-2-yl]pyrazolo[1,5-a]pyridine (70 mg, 0.55 mmol) produced in Example 27 in ethanol (15 mL)-tetrahydrofuran (15 mL) was added 10% palladium/carbon (73 mg), and the mixture was stirred at room temperature for 5 hr under a hydrogen atmosphere (1 atm). Palladium/carbon was filtered off, and the filtrate was concentrated under reduced pressure. The obtained residue was washed with diisopropyl ether to give the tit... Starting materials: ClC1=NC=NC(=C1C1=CC=C(C=C1)C)Cl (4,6-dichloro-5-(p-tolyl)pyrimidine), [K+].C(CC)S(=O)(=O)[NH-] (n-propanesulfonamide potassium salt), Cl (HCl). The solvent is CS(=O)C (DMSO). Run at time 14 hour. The product is ClC1=C(C(=NC=N1)NS(=O)(=O)CCC)C1=CC=C(C=C1)C (n-propanesulfonic acid (6-chloro-5-p-tolyl-pyrimidin-4-yl)-amide). Yield: 78.3%. As a reaction SMILES: Cl[C:2]1[C:7]([C:8]2[CH:13]=[CH:12][C:11]([CH3:14])=[CH:10][CH:9]=2)=[C:6]([Cl:15])[N:5]=[CH:4][N:3]=1.[K+].[CH2:17]([S:20]([NH-:23])(=[O:22])=[O:21])[CH2:18][CH3:19].Cl>CS(C)=O>[Cl:15][C:6]1[N:5]=[CH:4][N:3]=[C:2]([NH:23][S:20]([CH2:17][CH2:18][CH3:19])(=[O:22])=[O:21])[C:7]=1[C:8]1[CH:13]=[CH:12][C:11]([CH3:14])=[CH:10][CH:9]=1 |f:1.2|. Procedure details: To a solution of 4,6-dichloro-5-(p-tolyl)pyrimidine (Example 1b; 717 mg) in DMSO (5 ml) and n-propanesulfonamide potassium salt (1016 mg) was added. Stirring was continued for 14 h at rt. The solution was poured onto ice/water and acidified by 2 N HCl to pH 3-4. The precipitate was filtered off and washed with water and diethylether to give n-propanesulfonic acid (6-chloro-5-p-tolyl-pyrimidin-4-yl)-amide (765 mg) as a white powder. LC-MS: tR: 4.44, [M+H]+: 326.13. The reactants are C(Br)C1CO1 (epibromohydrin), [H-].[Na+] (sodium hydride), C1(=CC=CCC1)CO (1,3-Cyclohexadiene-1-methanol). Run in CN(C)C=O (DMF), CN(C)C=O (DMF), O (water). Run at time 10 minute. Product: O1C(COCC2=CC=CCC2)C1 (1-(2,3-epoxypropoxymethyl)-cyclohexa-1,3-diene). Yield: 76.4%. As a reaction SMILES: [C:1]1([CH2:7][OH:8])[CH2:6][CH2:5][CH:4]=[CH:3][CH:2]=1.[H-].[Na+].[CH2:11]([CH:13]1[O:15][CH2:14]1)Br>CN(C=O)C.O>[O:15]1[CH2:14][CH:13]1[CH2:11][O:8][CH2:7][C:1]1[CH2:6][CH2:5][CH:4]=[CH:3][CH:2]=1 |f:1.2|. Procedure details: (Compound No. 229) 1,3-Cyclohexadiene-1-methanol (2 g, 0.0182 mol) synthesized in Example 21 was dissolved in DMF (10 ml) and 60% sodium hydride (775 mg, 0.0194 mol) was added at 0° C. The mixture was stirred for 10 minutes and a solution of epibromohydrin (3 g, 0.022 mol) in DMF (3 ml) was added dropwise. The mixture was stirred at room temperature for 1 hour and at 40° C. for 1 hour and the reaction mixture was poured in water, extracted with ethyl acetate and the combined ethyl acetate layer ... Starting materials: OCCCn1c(=S)[nH]c2c(OCc3ccccc3)cccc21, CI, CC#N. The product is CSc1nc2c(OCc3ccccc3)cccc2n1CCCO. As a reaction SMILES: [CH2:1]([c:2]1[cH:3][cH:4][cH:5][cH:6][cH:7]1)[O:8][c:9]1[cH:10][cH:11][cH:12][c:13]2[n:14]([CH2:19][CH2:20][CH2:21][OH:22])[c:15](=[S:18])[nH:16][c:17]12.[CH3:23][I:24].[CH3:25][C:26]#[N:27]>>[CH2:1]([c:2]1[cH:3][cH:4][cH:5][cH:6][cH:7]1)[O:8][c:9]1[cH:10][cH:11][cH:12][c:13]2[n:14]([CH2:19][CH2:20][CH2:21][OH:22])[c:15]([S:18][CH3:23])[n:16][c:17]12. Reactants: C1CCOC1, C[Si](C)(C)C#CCCCCC(=O)c1ncc(-c2ccccn2)o1. Product: C#CCCCCC(=O)c1ncc(-c2ccccn2)o1. RXN SMILES: [CH2:24]1[O:25][CH2:26][CH2:27][CH2:28]1.[O:1]=[C:2]([CH2:3][CH2:4][CH2:5][CH2:6][C:7]#[C:8][Si:9]([CH3:10])([CH3:11])[CH3:12])[c:13]1[o:14][c:15](-[c:18]2[n:19][cH:20][cH:21][cH:22][cH:23]2)[cH:16][n:17]1>>[O:1]=[C:2]([CH2:3][CH2:4][CH2:5][CH2:6][C:7]#[CH:8])[c:13]1[o:14][c:15](-[c:18]2[n:19][cH:20][cH:21][cH:22][cH:23]2)[cH:16][n:17]1.